Dataset: the Open Reaction Database (ORD), a public repository of structured organic reaction records. Task: describe an organic reaction: reactants, conditions, products, and yield Starting materials: CO, COC(=O)C(F)(F)CC(=O)[O-], C1CCOC1. Product: COC(=O)C(F)(F)CCO. Reaction SMILES: [CH3:12][OH:13].[F:1][C:2]([C:3](=[O:4])[O:5][CH3:6])([CH2:7][C:8](=[O:9])[O-:10])[F:11].[O:14]1[CH2:15][CH2:16][CH2:17][CH2:18]1>>[F:1][C:2]([C:3](=[O:4])[O:5][CH3:6])([CH2:7][CH2:8][OH:9])[F:11]. Product: COC=1C=C2C(=CC=NC2=CC1OC)OC1=C(C(=C(C=C1)NC(OC(CCCC)CC)=O)C)C (1-Ethylpentyl N-{4-[(6,7-dimethoxy-4-quinolyl)oxy]-2,3-dimethylphenyl}carbamate). RXN SMILES: [CH3:1][O:2][C:3]1[CH:4]=[C:5]2[C:10](=[CH:11][C:12]=1[O:13][CH3:14])[N:9]=[CH:8][CH:7]=[C:6]2[O:15][C:16]1[CH:22]=[CH:21][C:19]([NH2:20])=[C:18]([CH3:23])[C:17]=1[CH3:24].Cl[C:26](Cl)([O:28]C(=O)OC(Cl)(Cl)Cl)Cl.[CH3:37][CH2:38][CH:39]([OH:44])[CH2:40][CH2:41][CH2:42][CH3:43].C(=O)(O)[O-].[Na+]>C(Cl)Cl.C(N(CC)CC)C.C1(C)C=CC=CC=1>[CH3:1][O:2][C:3]1[CH:4]=[C:5]2[C:10](=[CH:11][C:12]=1[O:13][CH3:14])[N:9]=[CH:8][CH:7]=[C:6]2[O:15][C:16]1[CH:22]=[CH:21][C:19]([NH:20][C:26](=[O:28])[O:44][CH:39]([CH2:38][CH3:37])[CH2:40][CH2:41][CH2:42][CH3:43])=[C:18]([CH3:23])[C:17]=1[CH3:24] |f:3.4|. Yield: 64.0%. Reported procedure: 4-[(6,7-Dimethoxy-4-quinolyl)oxy]-2,3-dimethylaniline (50 mg) was added to toluene (5 ml), and triethylamine (0.5 ml), and the mixture was heated under reflux to prepare a solution. A solution of triphosgene (68 mg) in methylene chloride was then added thereto, and the mixture was heated under reflux for 10 min. Next, 3-heptanol (27 mg) was added thereto, and the mixture was further stirred with heating under reflux for 3 hr. A saturated aqueous sodium bicarbonate solution was added to stop the ... The reactants are COC=1C=C2C(=CC=NC2=CC1OC)OC1=C(C(=C(N)C=C1)C)C (4-[(6,7-Dimethoxy-4-quinolyl)oxy]-2,3-dimethylaniline), ClC(Cl)(OC(OC(Cl)(Cl)Cl)=O)Cl (triphosgene), C([O-])(O)=O.[Na+] (sodium bicarbonate), CCC(CCCC)O (3-heptanol). Run in C(C)N(CC)CC (triethylamine), C1(=CC=CC=C1)C (toluene), C(Cl)Cl (methylene chloride). Starting materials: C(C(C)C)[Al](CC(C)C)CC(C)C (triisobutylaluminum), C=C (ethene), C(C(C)C)[Al](CC(C)C)CC(C)C (TiBA), solution. The solvent is CCCCCCC (heptane). Run at temperature 60 celsius, time 90 minute. The product is C=CC.C=C.C=CCC (Propene ethene 1-butene). Reaction SMILES: [CH2:1]([Al](C[CH:11]([CH3:13])[CH3:12])CC(C)C)[CH:2](C)[CH3:3].[CH2:14]=[CH2:15]>CCCCCCC>[CH2:1]=[CH:2][CH3:3].[CH2:14]=[CH2:15].[CH2:14]=[CH:13][CH2:11][CH3:12] |f:3.4.5|. Procedure: 20 mmol of triisobutylaluminum (TiBA, 10 ml of a 2 molar solution in heptane) were placed in a dry 10 l autoclave which had been flushed with N2. After addition of 150 mg of antistatic solution (Stadis® 450, Du Pont), 2000 g of liquid propene and 40 g of 1-butene (2% by weight) were metered in. At room temperature, 815 mg of the supported metallocene catalyst prepared in Example 1 were then blown in via a lock by means of N2. The autoclave was subsequently heated to 60° C. and polymerization was... Starting materials: solution, B1C2CCCC1CCC2 (9-BBN), [OH-].[Na+] (NaOH), COC(C1=C(C(=C(C=C1)NC(C)=O)CC=C)O)=O (4-acetylamino-3-allyl-2-hydroxy-benzoic acid methyl ester), OO (H2O2). Run in C1CCOC1 (THF), C1CCOC1 (THF). Run at temperature 0 celsius, time 40 minute. Product: C(C)(=O)NC1=C(C(=C(C(=O)OC)C=C1)O)CCCO (4-Acetylamino-2-hydroxy-3-(3-hydroxypropyl)-benzoic acid, methyl ester). RXN SMILES: [CH3:1][O:2][C:3](=[O:18])[C:4]1[CH:9]=[CH:8][C:7]([NH:10][C:11](=[O:13])[CH3:12])=[C:6]([CH2:14][CH:15]=[CH2:16])[C:5]=1[OH:17].B1C2CCCC1CCC2.[OH-:28].[Na+].OO>C1COCC1>[C:11]([NH:10][C:7]1[CH:8]=[CH:9][C:4]([C:3]([O:2][CH3:1])=[O:18])=[C:5]([OH:17])[C:6]=1[CH2:14][CH2:15][CH2:16][OH:28])(=[O:13])[CH3:12] |f:2.3|. Procedure details: To a suspension of 4-acetylamino-3-allyl-2-hydroxy-benzoic acid methyl ester (2.49 g, 10 mmol, prepared as described in Takuji Kakigami et. al., Chem. Pharm. Bull, 46 (1), 42-52, (1998)) in THF (10 mL) at 0° C. under Argon was added a 0.5 M solution of 9-BBN in THF (80 mL, 40 mmol). The reaction mixture was stirred at 0° C. for 40 min, then at rt for 2 h. The reaction mixture was then cooled to 0° C., and 1 N aqueous NaOH (25 mL) was added dropwise over 5 min, followed by 30% aqueous H2O2 (20 mL...